This data is from the Open Reaction Database (ORD), a public repository of structured organic reaction records. The task is: describe an organic reaction: reactants, conditions, products, and yield The reactants are CC(=O)O, ClCCl, CCOC(=O)c1ccc(OCC(F)(F)F)c(OC)c1, O, O=[N+]([O-])O, O=S(=O)(O)O. The product is CCOC(=O)c1cc(OC)c(OCC(F)(F)F)cc1[N+](=O)[O-]. Reaction SMILES: [CH3:32][C:33](=[O:34])[OH:35].[Cl:29][CH2:30][Cl:31].[F:10][C:11]([CH2:12][O:13][c:14]1[c:15]([O:25][CH3:26])[cH:16][c:17]([C:18](=[O:19])[O:20][CH2:21][CH3:22])[cH:23][cH:24]1)([F:27])[F:28].[OH2:36].[OH:6][N+:7]([O-:8])=[O:9].[S:1](=[O:2])(=[O:3])([OH:4])[OH:5]>>[O-:6][N+:7](=[O:9])[c:23]1[c:17]([C:18](=[O:19])[O:20][CH2:21][CH3:22])[cH:16][c:15]([O:25][CH3:26])[c:14]([O:13][CH2:12][C:11]([F:10])([F:27])[F:28])[cH:24]1. The reactants are O=C([O-])[O-], CO, C=Cc1cccc2c1nc(COc1ccc(Cl)cc1)n2S(=O)(=O)C(F)(F)F, [K+], [K+]. Product: C=Cc1cccc2nc(COc3ccc(Cl)cc3)[nH]c12. Reaction SMILES: [C:28](=[O:29])([O-:30])[O-:31].[CH3:34][OH:35].[CH:1](=[CH2:2])[c:3]1[cH:4][cH:5][cH:6][c:7]2[n:8]([S:21]([C:22]([F:23])([F:24])[F:25])(=[O:26])=[O:27])[c:9]([CH2:12][O:13][c:14]3[cH:15][cH:16][c:17]([Cl:20])[cH:18][cH:19]3)[n:10][c:11]12.[K+:32].[K+:33]>>[CH:1](=[CH2:2])[c:3]1[cH:4][cH:5][cH:6][c:7]2[n:8][c:9]([CH2:12][O:13][c:14]3[cH:15][cH:16][c:17]([Cl:20])[cH:18][cH:19]3)[nH:10][c:11]12. Starting materials: NC1=C(C(=NN1C(CCC)CCCCCC)CC)C(=O)N (5-amino-3-ethyl-1-(4-decyl)-1H-pyrazole-4-carboxamide), COC=1C=C(C=CC1OC)CC(=O)OC (methyl 3,4-dimethoxyphenylacetate), CC(C)([O-])C.[K+] (potassium tert-butoxide), C(O)([O-])=O.[Na+] (sodium hydrogen carbonate). Run in ClCCl (dichloromethane). Product: COC=1C=C(CC=2NC(C3=C(N2)N(N=C3CC)C(CCC)CCCCCC)=O)C=CC1OC (6-(3,4-Dimethoxy-benzyl)-1-(4-decyl)-3-ethyl-1,5-dihydro-pyrazolo[3,4-d]pyrimidin-4-one). The yield is 44.0%. As a reaction SMILES: [NH2:1][C:2]1[N:6]([CH:7]([CH2:11][CH2:12][CH2:13][CH2:14][CH2:15][CH3:16])[CH2:8][CH2:9][CH3:10])[N:5]=[C:4]([CH2:17][CH3:18])[C:3]=1[C:19]([NH2:21])=[O:20].[CH3:22][O:23][C:24]1[CH:25]=[C:26]([CH2:32][C:33](OC)=O)[CH:27]=[CH:28][C:29]=1[O:30][CH3:31].CC(C)([O-])C.[K+].C(=O)([O-])O.[Na+]>ClCCl>[CH3:22][O:23][C:24]1[CH:25]=[C:26]([CH:27]=[CH:28][C:29]=1[O:30][CH3:31])[CH2:32][C:33]1[NH:21][C:19](=[O:20])[C:3]2[C:4]([CH2:17][CH3:18])=[N:5][N:6]([CH:7]([CH2:11][CH2:12][CH2:13][CH2:14][CH2:15][CH3:16])[CH2:8][CH2:9][CH3:10])[C:2]=2[N:1]=1 |f:2.3,4.5|. Procedure: 6 mg (0.02 mmol) of 5-amino-3-ethyl-1-(4-decyl)-1H-pyrazole-4-carboxamide and 20 mg (0.095 mmol) of methyl 3,4-dimethoxyphenylacetate are refluxed for 6 hours in 0.3 ml of a 0.5M ethanolic potassium tert-butoxide solution. After dichloromethane and saturated aqueous sodium hydrogen carbonate have been added, the phases are separated. Purification by chromatography gives 4 mg (42%) of a solid, Rf=0.47 (dichloromethane/methanol=15:1).